Dataset: the Open Reaction Database (ORD), a public repository of structured organic reaction records. Task: describe an organic reaction: reactants, conditions, products, and yield Reactants: C1CCOC1, CC(C)(C)CCOc1ccc(C#N)cn1, Cl, [Na+], [OH-]. Yields the product CC(C)(C)CCOc1ccc(CN)cn1. As a reaction SMILES: [CH2:19]1[O:20][CH2:21][CH2:22][CH2:23]1.[CH3:1][C:2]([CH2:3][CH2:4][O:5][c:6]1[n:7][cH:8][c:9]([C:10]#[N:11])[cH:12][cH:13]1)([CH3:14])[CH3:15].[ClH:16].[Na+:18].[OH-:17]>>[CH3:1][C:2]([CH2:3][CH2:4][O:5][c:6]1[n:7][cH:8][c:9]([CH2:10][NH2:11])[cH:12][cH:13]1)([CH3:14])[CH3:15]. RXN SMILES: [CH:28]([CH3:29])([CH3:30])[N:31]=[C:32]=[O:33].[CH:34]([Cl:35])([Cl:36])[Cl:37].[NH2:1][CH2:2][CH2:3][n:4]1[c:5]([CH2:24][O:25][CH2:26][CH3:27])[n:6][c:7]2[c:8]([NH2:23])[n:9][c:10]3[cH:11][c:12](-[c:17]4[cH:18][n:19][cH:20][cH:21][cH:22]4)[cH:13][cH:14][c:15]3[c:16]12>>[NH:1]([CH2:2][CH2:3][n:4]1[c:5]([CH2:24][O:25][CH2:26][CH3:27])[n:6][c:7]2[c:8]([NH2:23])[n:9][c:10]3[cH:11][c:12](-[c:17]4[cH:18][n:19][cH:20][cH:21][cH:22]4)[cH:13][cH:14][c:15]3[c:16]12)[C:32]([NH:31][CH:28]([CH3:29])[CH3:30])=[O:33]. The reactants are CC(C)N=C=O, ClC(Cl)Cl, CCOCc1nc2c(N)nc3cc(-c4cccnc4)ccc3c2n1CCN. The product is CCOCc1nc2c(N)nc3cc(-c4cccnc4)ccc3c2n1CCNC(=O)NC(C)C. Starting materials: CCNC(Cc1ccccc1)C(=O)O, O=C(Cl)OCc1ccccc1, [Na+], C1COCCO1, [OH-], O. Yields the product CCN(C(=O)OCc1ccccc1)C(Cc1ccccc1)C(=O)O. Reaction SMILES: [CH2:1]([CH3:2])[NH:3][CH:4]([CH2:5][c:6]1[cH:7][cH:8][cH:9][cH:10][cH:11]1)[C:12](=[O:13])[OH:14].[CH2:21]([c:22]1[cH:23][cH:24][cH:25][cH:26][cH:27]1)[O:28][C:29](=[O:30])[Cl:31].[Na+:33].[O:15]1[CH2:16][CH2:17][O:18][CH2:19][CH2:20]1.[OH-:32].[OH2:34]>>[CH2:1]([CH3:2])[N:3]([CH:4]([CH2:5][c:6]1[cH:7][cH:8][cH:9][cH:10][cH:11]1)[C:12](=[O:13])[OH:14])[C:29]([O:28][CH2:21][c:22]1[cH:23][cH:24][cH:25][cH:26][cH:27]1)=[O:30]. Starting materials: [Si](C)(C)(C(C)(C)C)OCC1=CC(=C(C=C1)NC1=NC=2C3=C(CCC2C=N1)C(=NN3C)C(=O)NC3=C(C=CC=C3CC)CC)OC (8-{[4-({[tert-butyl(dimethyl)silyl]oxy}methyl)-2-methoxyphenyl]amino}-N-(2,6-diethylphenyl)-1-methyl-4,5-dihydro-1H-pyrazolo[4,3-h]quinazoline-3-carboxamide). The solvent is C1CCOC1 (THF), CCCC[N+](CCCC)(CCCC)CCCC.[F-] (TBAF), C1CCOC1 (THF). Conditions: time 1 hour. Yields the product C(C)C1=C(C(=CC=C1)CC)NC(=O)C1=NN(C2=C1CCC=1C=NC(=NC21)NC2=C(C=C(C=C2)CO)OC)C (N-(2,6-diethylphenyl)-8-{[4-(hydroxymethyl)-2-methoxyphenyl]amino}-1-methyl-4,5-dihydro-1H-pyrazolo[4,3-h]quinazoline-3-carboxamide). Isolated yield 85.0%. As a reaction SMILES: [Si]([O:8][CH2:9][C:10]1[CH:15]=[CH:14][C:13]([NH:16][C:17]2[N:26]=[CH:25][C:24]3[CH2:23][CH2:22][C:21]4[C:27]([C:31]([NH:33][C:34]5[C:39]([CH2:40][CH3:41])=[CH:38][CH:37]=[CH:36][C:35]=5[CH2:42][CH3:43])=[O:32])=[N:28][N:29]([CH3:30])[C:20]=4[C:19]=3[N:18]=2)=[C:12]([O:44][CH3:45])[CH:11]=1)(C(C)(C)C)(C)C>C1COCC1.CCCC[N+](CCCC)(CCCC)CCCC.[F-]>[CH2:40]([C:39]1[CH:38]=[CH:37][CH:36]=[C:35]([CH2:42][CH3:43])[C:34]=1[NH:33][C:31]([C:27]1[C:21]2[CH2:22][CH2:23][C:24]3[CH:25]=[N:26][C:17]([NH:16][C:13]4[CH:14]=[CH:15][C:10]([CH2:9][OH:8])=[CH:11][C:12]=4[O:44][CH3:45])=[N:18][C:19]=3[C:20]=2[N:29]([CH3:30])[N:28]=1)=[O:32])[CH3:41] |f:2.3|. Reported procedure: To a solution of 8-{[4-({[tert-butyl(dimethyl)silyl]oxy}methyl)-2-methoxyphenyl]amino}-N-(2,6-diethylphenyl)-1-methyl-4,5-dihydro-1H-pyrazolo[4,3-h]quinazoline-3-carboxamide (300 mg, 0.48 mmol) in 6 ml of dry THF, 800 μl of commercial TBAF solution in THF were added. The mixture was stirred at room temperature for 1 h and the to solvent removed in vacuo. The crude was washed with water, extracted with ethyl acetate, dried on anhydrous Na2SO4 and evaporated to dryness affording the title compound... The reactants are BrC=1C=C2C=CC(=NC2=CC1)SC1=CC=C(OC(C(=O)O)C)C=C1 (2-(4-((6-bromo-2-quinolinyl)thio)phenoxy)propionic acid), 6-chloro, BrC1=NC2=CC=C(C=C2C=C1)Br (2,6-dibromoquinoline), SC1=CC=C(C=C1)O (4-mercaptophenol). Product: BrC=1C=C2C=CC(=NC2=CC1)OC1=CC=C(OC(C(=O)O)C)C=C1 (2-(4-((6-Bromo-2-quinolinyl)oxy)phenoxy)propionic acid). RXN SMILES: BrC1C=C2C(=CC=1)N=C(S[C:13]1[CH:24]=[CH:23][C:16]([O:17][CH:18]([CH3:22])[C:19]([OH:21])=[O:20])=[CH:15][CH:14]=1)C=C2.Br[C:26]1[CH:35]=[CH:34][C:33]2[C:28](=[CH:29][CH:30]=[C:31]([Br:36])[CH:32]=2)[N:27]=1.SC1C=CC([OH:44])=CC=1>>[Br:36][C:31]1[CH:32]=[C:33]2[C:28](=[CH:29][CH:30]=1)[N:27]=[C:26]([O:44][C:13]1[CH:24]=[CH:23][C:16]([O:17][CH:18]([CH3:22])[C:19]([OH:21])=[O:20])=[CH:15][CH:14]=1)[CH:35]=[CH:34]2. Procedure: Also, 2-(4-((6-bromo-2-quinolinyl)thio)phenoxy)propionic acid, m.p. 163°-169° C., was prepared by reacting 2,6-dibromoquinoline with 4-mercaptophenol as described hereinbefore. The corresponding 6-chloro substituted analog is among the preferred embodiments of the invention. Procedure: As described for Example 1e, 2-(4-{4-[5-(2,4-difluoro-phenyl)-tetrazol-2-yl]-pyrrolidine-2-carbonyl}-piperazin-1-yl)-benzonitrile (60 mg, 0.13 mmol) was converted, using 2-fluoro-benzaldehyde (17 mg, 0.14 mmol) instead of benzaldehyde, to the title compound (6.1 mg, 8.2%) as light yellow oil. MS m/e=573.2 [M+H]+. Starting materials: FC1=C(C=CC(=C1)F)C=1N=NN(N1)C1CC(NC1)C(=O)N1CCN(CC1)C1=C(C#N)C=CC=C1 (2-(4-{4-[5-(2,4-difluoro-phenyl)-tetrazol-2-yl]-pyrrolidine-2-carbonyl}-piperazin-1-yl)-benzonitrile), FC1=C(C=O)C=CC=C1 (2-fluoro-benzaldehyde). The product is FC1=C(C=CC(=C1)F)C=1N=NN(N1)[C@H]1C[C@H](N(C1)CC1=C(C=CC=C1)F)C(=O)N1CCN(CC1)C1=C(C#N)C=CC=C1 (2-{4-[(2S,4S)-4-[5-(2,4-Difluoro-phenyl)-tetrazol-2-yl]-1-(2-fluoro-benzyl)-pyrrolidine-2-carbonyl]-piperazin-1-yl}-benzonitrile). As a reaction SMILES: [F:1][C:2]1[CH:7]=[C:6]([F:8])[CH:5]=[CH:4][C:3]=1[C:9]1[N:10]=[N:11][N:12]([CH:14]2[CH2:18][NH:17][CH:16]([C:19]([N:21]3[CH2:26][CH2:25][N:24]([C:27]4[CH:34]=[CH:33][CH:32]=[CH:31][C:28]=4[C:29]#[N:30])[CH2:23][CH2:22]3)=[O:20])[CH2:15]2)[N:13]=1.[F:35][C:36]1[CH:43]=[CH:42][CH:41]=[CH:40][C:37]=1[CH:38]=O>>[F:1][C:2]1[CH:7]=[C:6]([F:8])[CH:5]=[CH:4][C:3]=1[C:9]1[N:10]=[N:11][N:12]([C@@H:14]2[CH2:18][N:17]([CH2:38][C:37]3[CH:40]=[CH:41][CH:42]=[CH:43][C:36]=3[F:35])[C@H:16]([C:19]([N:21]3[CH2:22][CH2:23][N:24]([C:27]4[CH:34]=[CH:33][CH:32]=[CH:31][C:28]=4[C:29]#[N:30])[CH2:25][CH2:26]3)=[O:20])[CH2:15]2)[N:13]=1. Yield: 8.2%. Reactants: Cl.CO (HCl CH3OH), COC1=C(CNC=2C(=NC=CC2)C2=CC=CC=C2)C=C(C=C1)OC(F)(F)F (3-(2-methoxy-5-trifluoromethoxybenzylamino)-2-phenylpyridine), [H][H] (hydrogen). The reagents and catalysts are [Pt] (Pt/C). Product: Cl.COC1=C(CN[C@@H]2[C@@H](NCCC2)C2=CC=CC=C2)C=C(C=C1)OC(F)(F)F (Cis-3-(2-methoxy-5-trifluoromethoxybenzylamino)-2-phenylpiperidine hydrochloride). Isolated yield 25.2%. RXN SMILES: [ClH:1].CO.[CH3:4][O:5][C:6]1[CH:25]=[CH:24][C:23]([O:26][C:27]([F:30])([F:29])[F:28])=[CH:22][C:7]=1[CH2:8][NH:9][C:10]1[C:11]([C:16]2[CH:21]=[CH:20][CH:19]=[CH:18][CH:17]=2)=[N:12][CH:13]=[CH:14][CH:15]=1.[H][H]>[Pt]>[ClH:1].[CH3:4][O:5][C:6]1[CH:25]=[CH:24][C:23]([O:26][C:27]([F:30])([F:28])[F:29])=[CH:22][C:7]=1[CH2:8][NH:9][C@H:10]1[CH2:15][CH2:14][CH2:13][NH:12][C@H:11]1[C:16]1[CH:17]=[CH:18][CH:19]=[CH:20][CH:21]=1 |f:0.1,5.6|. Reported procedure: To a 250 mL Parr bottle were charged 5.1 gms 5% Pt/C, 85 mL 1.0M HCl/CH3OH, and 1.7 grams of 3-(2-methoxy-5-trifluoromethoxybenzylamino)-2-phenylpyridine. The reaction mixture was hydrogenated at 46-50 psi hydrogen at ambient temperature for 9.5 hours. After filtering the reaction mixture over Celite® and washing the cake with methanol, the filtrate was concentrated to a white solid. This material was repulped in acetonitrile at ambient temperature, filtered, and dried to yield 0.52 grams (25.2%...